The task is: describe an organic reaction: reactants, conditions, products, and yield. This data is from the Open Reaction Database (ORD), a public repository of structured organic reaction records. Starting materials: CO (Methanol), C1(=CC=C(C=C1)S(=O)(=O)[O-])C.[NH+]1=CC=CC=C1 (pyridinium p-toluenesulfonate), C(C)OC(C)OCC1=C(C=CC=C1)C(C(=O)NC)=NOC (2-[2-{(1-ethoxyethyl)oxymethyl}phenyl]-2-methoxyimino-N-methylacetamide). Run in [Cl-].[Na+].O (brine). Product: OCC1=C(C=CC=C1)C(C(=O)NC)=NOC (2-(2-hydroxymethylphenyl)-2-methoxyimino-N-methylacetamide). The yield is 90.0%. As a reaction SMILES: CO.C1(C)C=CC(S([O-])(=O)=O)=CC=1.[NH+]1C=CC=CC=1.C(OC([O:25][CH2:26][C:27]1[CH:32]=[CH:31][CH:30]=[CH:29][C:28]=1[C:33](=[N:38][O:39][CH3:40])[C:34]([NH:36][CH3:37])=[O:35])C)C>[Cl-].[Na+].O>[OH:25][CH2:26][C:27]1[CH:32]=[CH:31][CH:30]=[CH:29][C:28]=1[C:33](=[N:38][O:39][CH3:40])[C:34]([NH:36][CH3:37])=[O:35] |f:1.2,4.5.6|. Procedure: Methanol (4 ml) and pyridinium p-toluenesulfonate (0.04 g, 0.00017 mol) were added to an E/Z mixture of 2-[2-{(1-ethoxyethyl)oxymethyl}phenyl]-2-methoxyimino-N-methylacetamide (0.50 g, 0.0017 mol), and the mixture was stirred under reflux for 2 hours. After completion of the reaction, half-saturated brine (100 ml) was added, and the mixture was extracted with dichloromethane (50 ml) twice. The extract was dried over anhydrous magnesium sulfate and concentrated under reduced pressure. The resulti...